The task is: describe an organic reaction: reactants, conditions, products, and yield. This data is from the Open Reaction Database (ORD), a public repository of structured organic reaction records. The reactants are S(=O)(Cl)Cl (thionyl chloride), OCC1=NC=CC(=C1)OCCCCOC (2-hydroxymethyl-4-(4-methoxybutoxy)pyridine), C(O)([O-])=O.[Na+] (sodium hydrogencarbonate). Run in C(Cl)(Cl)Cl (chloroform), C(Cl)(Cl)Cl (chloroform). Reaction conditions: temperature 0 celsius, time 1 hour. Yields the product ClCC1=NC=CC(=C1)OCCCCOC (2-Chloromethyl-4-(4-Methoxybutoxy)Pyridine). The yield is 83.6%. As a reaction SMILES: O[CH2:2][C:3]1[CH:8]=[C:7]([O:9][CH2:10][CH2:11][CH2:12][CH2:13][O:14][CH3:15])[CH:6]=[CH:5][N:4]=1.S(Cl)([Cl:18])=O.C(=O)([O-])O.[Na+]>C(Cl)(Cl)Cl>[Cl:18][CH2:2][C:3]1[CH:8]=[C:7]([O:9][CH2:10][CH2:11][CH2:12][CH2:13][O:14][CH3:15])[CH:6]=[CH:5][N:4]=1 |f:2.3|. Procedure: 5.6 g of crude 2-hydroxymethyl-4-(4-methoxybutoxy)pyridine was dissolved in 80 ml of chloroform to obtain a solution. A solution of 3.8 g of thionyl chloride in 10 ml of chloroform was dropwise added to this solution at 0° C. The obtained mixture was stirred at 0° C. for one hour. After the completion of the reaction, the reaction mixture was neutralized with a saturated aqueous solution of sodium hydrogencarbonate and extracted with 200 ml of chloroform twice. The extract was dried over magnesi... Reactants: O=C([O-])[O-], Cc1sc2cc(O)ccc2c1C(=O)NC1CC1, O=C(c1cc2nccc(Cl)c2s1)N1CCC(O)C1, [Cs+], [Cs+]. Yields the product Cc1sc2cc(Oc3ccnc4cc(C(=O)N5CCC(O)C5)sc34)ccc2c1C(=O)NC1CC1. RXN SMILES: [C:36](=[O:37])([O-:38])[O-:39].[CH:19]1([NH:22][C:23](=[O:24])[c:25]2[c:26]3[c:27]([s:28][c:29]2[CH3:30])[cH:31][c:32]([OH:35])[cH:33][cH:34]3)[CH2:20][CH2:21]1.[Cl:1][c:2]1[c:3]2[c:4]([n:5][cH:6][cH:7]1)[cH:8][c:9]([C:11](=[O:12])[N:13]1[CH2:14][CH:15]([OH:18])[CH2:16][CH2:17]1)[s:10]2.[Cs+:40].[Cs+:41]>>[c:2]1([O:35][c:32]2[cH:31][c:27]3[c:26]([c:25]([C:23]([NH:22][CH:19]4[CH2:20][CH2:21]4)=[O:24])[c:29]([CH3:30])[s:28]3)[cH:34][cH:33]2)[c:3]2[c:4]([n:5][cH:6][cH:7]1)[cH:8][c:9]([C:11](=[O:12])[N:13]1[CH2:14][CH:15]([OH:18])[CH2:16][CH2:17]1)[s:10]2.